The task is: describe an organic reaction: reactants, conditions, products, and yield. This data is from the Open Reaction Database (ORD), a public repository of structured organic reaction records. Reaction conditions: time 16 hour. Run in CC#N (CH3CN), O (water), CCO (EtOH). Reactants: ClC1=CC=NC=2N1N=CC2C(=O)OCC (ethyl 7-chloropyrazolo[1,5-a]pyrimidine-3-carboxylate), CNCC (N-methylethanamine), Cl (HCl), [OH-].[Na+] (NaOH). Procedure details: To a solution of ethyl 7-chloropyrazolo[1,5-a]pyrimidine-3-carboxylate (68 mg, 0.30 mmol) in CH3CN (1 mL) was added N-methylethanamine (18 mg, 0.30 mmol) and the mixture was stirred at ambient temperature for 16 h. The mixture was evaporated and the residue was purified by column chromatography (0-10% MeOH in dichloromethane) to give a solid. The solid was taken up in EtOH (0.5 mL) and water (0.1 mL) before NaOH (12 mg, 0.30 mmol) was added. The mixture was stirred at 50° C. for 4 h. The pH of t... Product: C(C)N(C1=CC=NC=2N1N=CC2C(=O)O)C (7-(ethyl(methyl)amino)pyrazolo[1,5-a]pyrimidine-3-carboxylic acid). As a reaction SMILES: Cl[C:2]1[N:7]2[N:8]=[CH:9][C:10]([C:11]([O:13]CC)=[O:12])=[C:6]2[N:5]=[CH:4][CH:3]=1.[CH3:16][NH:17][CH2:18][CH3:19].[OH-].[Na+].Cl>CC#N.CCO.O>[CH2:18]([N:17]([CH3:16])[C:2]1[N:7]2[N:8]=[CH:9][C:10]([C:11]([OH:13])=[O:12])=[C:6]2[N:5]=[CH:4][CH:3]=1)[CH3:19] |f:2.3|.